This data is from the Open Reaction Database (ORD), a public repository of structured organic reaction records. The task is: describe an organic reaction: reactants, conditions, products, and yield The reactants are O=C([O-])[O-], Fc1ccc2c(C3CCNCC3)noc2c1, [I-], [K+], [K+], [K+], O, Cc1nc2scc(-c3ccccc3)n2c(=O)c1CCCl. The product is Cc1nc2scc(-c3ccccc3)n2c(=O)c1CCN1CCC(c2noc3cc(F)ccc23)CC1. As a reaction SMILES: [C:37](=[O:38])([O-:39])[O-:40].[F:21][c:22]1[cH:23][c:24]2[c:25]([c:26]([CH:29]3[CH2:30][CH2:31][NH:32][CH2:33][CH2:34]3)[n:27][o:28]2)[cH:35][cH:36]1.[I-:44].[K+:41].[K+:42].[K+:43].[OH2:45].[c:1]1(-[c:7]2[cH:8][s:9][c:10]3[n:11]2[c:12](=[O:20])[c:13]([CH2:17][CH2:18][Cl:19])[c:14]([CH3:16])[n:15]3)[cH:2][cH:3][cH:4][cH:5][cH:6]1>>[c:1]1(-[c:7]2[cH:8][s:9][c:10]3[n:11]2[c:12](=[O:20])[c:13]([CH2:17][CH2:18][N:32]2[CH2:31][CH2:30][CH:29]([c:26]4[c:25]5[c:24]([cH:23][c:22]([F:21])[cH:36][cH:35]5)[o:28][n:27]4)[CH2:34][CH2:33]2)[c:14]([CH3:16])[n:15]3)[cH:2][cH:3][cH:4][cH:5][cH:6]1. Starting materials: Cl.NCC1=CC=C(C=C1)NS(=O)(=O)C (N-[4-(aminomethyl)phenyl]methanesulfonamide hydrochloride), O1CC1COC1=CC=CC=C1 (1,2-epoxy-3-phenoxypropane), CO (methanol), O (water). The solvent is [OH-].[K+] (KOH). The product is Cl.OC(CNCC1=CC=C(C=C1)NS(=O)(=O)C)COC1=CC(=CC=C1)C (N-[4-[[2-Hydroxy-3-(3-methylphenoxy)propyl]aminomethyl]phenyl]methanesulfonamide hydrochloride). Reaction SMILES: [ClH:1].[NH2:2][CH2:3][C:4]1[CH:9]=[CH:8][C:7]([NH:10][S:11]([CH3:14])(=[O:13])=[O:12])=[CH:6][CH:5]=1.[O:15]1[CH:17]([CH2:18][O:19][C:20]2[CH:25]=[CH:24][CH:23]=[CH:22][CH:21]=2)[CH2:16]1.O.[CH3:27]O>[OH-].[K+]>[ClH:1].[OH:15][CH:17]([CH2:18][O:19][C:20]1[CH:25]=[CH:24][CH:23]=[C:22]([CH3:27])[CH:21]=1)[CH2:16][NH:2][CH2:3][C:4]1[CH:5]=[CH:6][C:7]([NH:10][S:11]([CH3:14])(=[O:13])=[O:12])=[CH:8][CH:9]=1 |f:0.1,5.6,7.8|. Procedure: Heat a mixture of N-[4-(aminomethyl)phenyl]methanesulfonamide hydrochloride(15.0 g, 63.4 mmol) and 1,2-epoxy-3-phenoxypropane (10.41 g, 63.4 mmol) in 63.4 mL of 1 N KOH in methanol and 10 mL of water for about 3.5 h. Remove the solvent to afford crystals of the title compound.